From a dataset of the Open Reaction Database (ORD), a public repository of structured organic reaction records. describe an organic reaction: reactants, conditions, products, and yield Starting materials: O=CCC(F)(F)F, N#C[K], [Na+], O, O=S(=O)([O-])O. Yields the product N#CC(O)CC(F)(F)F. Reaction SMILES: [F:1][C:2]([CH2:3][CH:4]=[O:5])([F:6])[F:7].[K:14][C:15]#[N:16].[Na+:13].[OH2:17].[S:8]([O-:9])([OH:10])(=[O:11])=[O:12]>>[F:1][C:2]([CH2:3][CH:4]([OH:5])[C:15]#[N:16])([F:6])[F:7]. Reactants: CC(=O)OC(C)=O, CC12CC(=O)C3C(CCC4CC(O)CCC43C)C1CCC2=O, c1ccncc1. Yields the product CC(=O)[O-], CC12CC(=O)C3C(CCC4CC(O)CCC43C)C1CCC2=O. RXN SMILES: [CH3:1][C:2](=[O:3])[O:4][C:5](=[O:6])[CH3:7].[OH:8][CH:9]1[CH2:10][CH:11]2[CH2:12][CH2:13][CH:14]3[CH:15]4[CH2:16][CH2:17][C:18](=[O:29])[C:19]4([CH3:20])[CH2:21][C:22](=[O:28])[CH:23]3[C:24]2([CH3:27])[CH2:25][CH2:26]1.[cH:30]1[cH:31][cH:32][n:33][cH:34][cH:35]1>>[CH3:1][C:2](=[O:3])[O-:4].[OH:8][CH:9]1[CH2:10][CH:11]2[CH2:12][CH2:13][CH:14]3[CH:15]4[CH2:16][CH2:17][C:18](=[O:29])[C:19]4([CH3:20])[CH2:21][C:22](=[O:28])[CH:23]3[C:24]2([CH3:27])[CH2:25][CH2:26]1.